Dataset: the Open Reaction Database (ORD), a public repository of structured organic reaction records. Task: describe an organic reaction: reactants, conditions, products, and yield Starting materials: COc1ccc(N2CCN(c3c(C)c(C)c4c(c3C)C(O)(c3ccc(OC)cc3)C(C)(C)O4)CC2)cc1, CCO. Yields the product COc1ccc(C2c3c(C)c(N4CCN(c5ccc(OC)cc5)CC4)c(C)c(C)c3OC2(C)C)cc1. Reaction SMILES: [CH3:1][O:2][c:3]1[cH:4][cH:5][c:6]([C:9]2([OH:37])[C:10]([CH3:35])([CH3:36])[O:11][c:12]3[c:13]2[c:14]([CH3:34])[c:15]([N:20]2[CH2:21][CH2:22][N:23]([c:26]4[cH:27][cH:28][c:29]([O:32][CH3:33])[cH:30][cH:31]4)[CH2:24][CH2:25]2)[c:16]([CH3:19])[c:17]3[CH3:18])[cH:7][cH:8]1.[CH3:38][CH2:39][OH:40]>>[CH3:1][O:2][c:3]1[cH:4][cH:5][c:6]([CH:9]2[C:10]([CH3:35])([CH3:36])[O:11][c:12]3[c:13]2[c:14]([CH3:34])[c:15]([N:20]2[CH2:21][CH2:22][N:23]([c:26]4[cH:27][cH:28][c:29]([O:32][CH3:33])[cH:30][cH:31]4)[CH2:24][CH2:25]2)[c:16]([CH3:19])[c:17]3[CH3:18])[cH:7][cH:8]1. Starting materials: CC(=O)O, Cl, COC(=O)Cc1ccc(OCCCN2CCCCC2)cc1. Yields the product O=C(O)Cc1ccc(OCCCN2CCCCC2)cc1. Reaction SMILES: [C:23]([OH:24])(=[O:25])[CH3:26].[ClH:22].[N:1]1([CH2:7][CH2:8][CH2:9][O:10][c:11]2[cH:12][cH:13][c:14]([CH2:17][C:18](=[O:19])[O:20][CH3:21])[cH:15][cH:16]2)[CH2:2][CH2:3][CH2:4][CH2:5][CH2:6]1>>[N:1]1([CH2:7][CH2:8][CH2:9][O:10][c:11]2[cH:12][cH:13][c:14]([CH2:17][C:18](=[O:19])[OH:20])[cH:15][cH:16]2)[CH2:2][CH2:3][CH2:4][CH2:5][CH2:6]1. The yield is 99.3%. Reactants: ClC=1N(C=C(N1)[N+](=O)[O-])CC[C@H]1OC(OC1)(C)C (2-chloro-1-[2-((R)-2,2-dimethyl-[1,3]dioxolan-4-yl)ethyl]-4-nitro-1H-imidazole), C(C)O.Cl (hydrochloric acid ethanol). Procedure: While stirring a tetrahydrofuran solution (700 ml) of 2-chloro-1-[2-((R)-2,2-dimethyl-[1,3]dioxolan-4-yl)ethyl]-4-nitro-1H-imidazole (196.2 g) at room temperature, 1.0 M hydrochloric acid ethanol solution (1,100 ml) was added thereto and stirred at room temperature for 6 hours. The reaction mixture was concentrated under reduced pressure, hexane was added to the residue obtained and concentrated under reduced pressure. Thereafter, ethyl acetate was added thereto and concentrated under reduced pr... The solvent is O1CCCC1 (tetrahydrofuran). Conditions: time 6 hour. Yields the product ClC=1N(C=C(N1)[N+](=O)[O-])CC[C@H](CO)O ((R)-4-(2-chloro-4-nitroimidazol-1-yl)-butane-1,2-diol). As a reaction SMILES: [Cl:1][C:2]1[N:3]([CH2:10][CH2:11][C@@H:12]2[CH2:16][O:15]C(C)(C)[O:13]2)[CH:4]=[C:5]([N+:7]([O-:9])=[O:8])[N:6]=1.C(O)C.Cl>O1CCCC1>[Cl:1][C:2]1[N:3]([CH2:10][CH2:11][C@@H:12]([OH:13])[CH2:16][OH:15])[CH:4]=[C:5]([N+:7]([O-:9])=[O:8])[N:6]=1 |f:1.2|. Reactants: CC1=C(C=O)C=CC=C1C (2,3-dimethylbenzaldehyde), C(C)[Li] (ethyllithium), ice. Run in O1CCCC1 (tetrahydrofuran). Conditions: temperature -78 celsius, time 30 minute. Product: CC1=C(C=CC=C1C)C(CC)O (1-(2,3-Dimethylphenyl)propan-1-ol). Isolated yield 99.0%. As a reaction SMILES: [CH3:1][C:2]1[C:9]([CH3:10])=[CH:8][CH:7]=[CH:6][C:3]=1[CH:4]=[O:5].[CH2:11]([Li])[CH3:12]>O1CCCC1>[CH3:1][C:2]1[C:9]([CH3:10])=[CH:8][CH:7]=[CH:6][C:3]=1[CH:4]([OH:5])[CH2:11][CH3:12]. Procedure details: To a solution of 2,3-dimethylbenzaldehyde (1.0 g, 7.5 mmol) in anhydrous tetrahydrofuran (50 ml), at −78° C. and under nitrogen, was added ethyllithium (0.5M in benzene:cyclohexane 9:1, 14.9 ml, 7.5 mmol), dropwise via syringe. The reaction mixture was stirred at −78° C. for 30 min and then poured into ice cold hydrochloric acid (2N, 20 ml). The mixture was extracted with ethyl acetate (2×50 ml) and the combined extracts were dried (MgSO4) and concentrated in vacuo to give the title compound (1....